describe an organic reaction: reactants, conditions, products, and yield From a dataset of the Open Reaction Database (ORD), a public repository of structured organic reaction records. Reactants: CCN(C(C)C)C(C)C, Cc1cc(Oc2cccnc2)c(S(C)(=O)=O)cc1C(=O)O, C[n+]1ccccc1Cl, CN1CCCC1=O, [Cl-], [Cl-], NC(N)=[NH2+]. Product: Cc1cc(Oc2cccnc2)c(S(C)(=O)=O)cc1C(=O)N=C(N)N. RXN SMILES: [CH2:36]([N:37]([CH:38]([CH3:39])[CH3:40])[CH:41]([CH3:42])[CH3:43])[CH3:44].[CH3:1][S:2](=[O:3])(=[O:4])[c:5]1[cH:6][c:7]([C:8](=[O:9])[OH:10])[c:11]([CH3:21])[cH:12][c:13]1[O:14][c:15]1[cH:16][n:17][cH:18][cH:19][cH:20]1.[CH3:23][n+:24]1[cH:25][cH:26][cH:27][cH:28][c:29]1[Cl:30].[CH3:45][N:46]1[CH2:47][CH2:48][CH2:49][C:50]1=[O:51].[Cl-:22].[Cl-:31].[NH2:32][C:33]([NH2:34])=[NH2+:35]>>[CH3:1][S:2](=[O:3])(=[O:4])[c:5]1[cH:6][c:7]([C:8](=[O:9])[N:32]=[C:33]([NH2:34])[NH2:35])[c:11]([CH3:21])[cH:12][c:13]1[O:14][c:15]1[cH:16][n:17][cH:18][cH:19][cH:20]1. RXN SMILES: [F:1][C:2]1[CH:3]=[CH:4][C:5]2[S:11][C:10]3[CH:12]=[CH:13][C:14]([CH3:16])=[CH:15][C:9]=3[CH2:8][CH:7]([N:17]3[CH2:22][CH2:21][N:20]([CH2:23][CH2:24][N:25]4[CH2:29][CH2:28][O:27][C:26]4=[O:30])[CH2:19][CH2:18]3)[C:6]=2[CH:31]=1.O.[C:33]12([CH2:43][S:44]([OH:47])(=[O:46])=[O:45])[C:40]([CH3:42])([CH3:41])[CH:37]([CH2:38][CH2:39]1)[CH2:36][C:34]2=[O:35].FC1C=CC2SC3C=CC(C)=CC=3C[C@H](N3CCN(CCN4CCOC4=O)CC3)C=2C=1.O=C1CC2C(C)(C)[C@@]1(CS([O-])(=O)=O)CC2>C(C(C)=O)C>[F:1][C:2]1[CH:3]=[CH:4][C:5]2[S:11][C:10]3[CH:12]=[CH:13][C:14]([CH3:16])=[CH:15][C:9]=3[CH2:8][CH:7]([N:17]3[CH2:18][CH2:19][N:20]([CH2:23][CH2:24][N:25]4[CH2:29][CH2:28][O:27][C:26]4=[O:30])[CH2:21][CH2:22]3)[C:6]=2[CH:31]=1.[O:35]=[C:34]1[CH2:36][CH:37]2[C:40]([CH3:42])([CH3:41])[C@@:33]1([CH2:43][S:44]([O-:47])(=[O:45])=[O:46])[CH2:39][CH2:38]2 |f:1.2,3.4,6.7|. Yields the product FC=1C=CC2=C(C(CC3=C(S2)C=CC(=C3)C)N3CCN(CC3)CCN3C(OCC3)=O)C1.O=C1[C@@]2(CCC(C1)C2(C)C)CS(=O)(=O)[O-] ((+)-3-{2-[4-(8-fluoro-10,11-dihydro-2-methyldibenzo[b,f]thiepin-10-yl)-1-piperazinyl]-ethyl}- 2-oxazolidinone (S)-2-oxo-10-bornanesulfonate). Reported procedure: 10 G. of racemic 3-{2-[4-(8-fluoro-10,11-dihydro-2-methyl-dibenzo[b,f]thiepin-10-yl)-1-piperazinyl]-ethyl}-2-oxazolidinone are maintained at reflux with stirring together with 11.3 g. of (+)-camphor-10-sulfonic acid monohydrate [α546 = +28.0° (water; c = 10%)] and 130 ml. of methyl ethyl ketone and the mixture is preferably seeded with a small amount of (+)-3-[2-{4-[(S)-8-fluoro-10,11-dihydro-2-methyl-dibenzo[b,f]thiepin-10-yl}-1-piperazinyl]-ethyl]-2-oxazolidinone-(S)-2-oxo-10-bornanesulfonate ... Solvent: C(C)C(=O)C (methyl ethyl ketone), C(C)C(=O)C (methyl ethyl ketone). The reactants are FC=1C=CC2=C(C(CC3=C(S2)C=CC(=C3)C)N3CCN(CC3)CCN3C(OCC3)=O)C1 (racemic 3-{2-[4-(8-fluoro-10,11-dihydro-2-methyl-dibenzo[b,f]thiepin-10-yl)-1-piperazinyl]-ethyl}-2-oxazolidinone), O.C12(C(=O)CC(CC1)C2(C)C)CS(=O)(=O)O ((+)-camphor-10-sulfonic acid monohydrate), FC=1C=CC2=C([C@H](CC3=C(S2)C=CC(=C3)C)N3CCN(CC3)CCN3C(OCC3)=O)C1.O=C1[C@@]2(CCC(C1)C2(C)C)CS(=O)(=O)[O-] ((+)-3-[2-{4-[(S)-8-fluoro-10,11-dihydro-2-methyl-dibenzo[b,f]thiepin-10-yl}-1-piperazinyl]-ethyl]-2-oxazolidinone (S)-2-oxo-10-bornanesulfonate). The reactants are CCO, O=Cc1ccc(O)cc1, CC(N)c1ccccc1. Product: CC(N=Cc1ccc(O)cc1)c1ccccc1. Reaction SMILES: [CH2:19]([OH:20])[CH3:21].[OH:10][c:11]1[cH:12][cH:13][c:14]([CH:15]=[O:16])[cH:17][cH:18]1.[c:1]1([CH:7]([CH3:8])[NH2:9])[cH:2][cH:3][cH:4][cH:5][cH:6]1>>[c:1]1([CH:7]([CH3:8])[N:9]=[CH:15][c:14]2[cH:13][cH:12][c:11]([OH:10])[cH:18][cH:17]2)[cH:2][cH:3][cH:4][cH:5][cH:6]1. Reactants: [Mg] (Magnesium), C(C)Br (ethyl bromide), Grignard reagent, C(CC)#N (propionitrile), O1CCCC1 (tetrahydrofuran), Cl (HCl), O1CCCC1 (tetrahydrofuran), II (iodine), CN1N=NN=C1SCCCCl (1-methyl-5-(3-chloropropyl)thio-1,2,3,4-tetrazole), CN1N=NN=C1SCCCCl (1-methyl-5-(3-chloropropyl)thio-1,2,3,4-tetrazole), O1CCCC1 (tetrahydrofuran). The solvent is O (water). Yields the product CN1N=NN=C1SCCCC(CC)=O (1-methyl-5-(3-propionylpropyl)thio-1,2,3,4-tetrazole). RXN SMILES: [Mg].II.[CH3:4][N:5]1[C:9]([S:10][CH2:11][CH2:12][CH2:13]Cl)=[N:8][N:7]=[N:6]1.C(Br)C.C(#N)CC.Cl.[O:23]1C[CH2:26][CH2:25][CH2:24]1>O>[CH3:4][N:5]1[C:9]([S:10][CH2:11][CH2:12][CH2:13][C:24](=[O:23])[CH2:25][CH3:26])=[N:8][N:7]=[N:6]1. Procedure details: Magnesium (0.3 g) is suspended in dried tetrahydrofuran (5 ml). To the suspension is added a small piece of iodine with stirring in nitrogen gas flow, and further added 1-methyl-5-(3-chloropropyl)thio-1,2,3,4-tetrazole (0.3 g). To the mixture is added ethyl bromide (0.1 ml), and the reaction is started by heating the mixture from outside. A solution of 1-methyl-5-(3-chloropropyl)thio-1,2,3,4-tetrazole (1.8 g) in dried tetrahydrofuran (15 ml) is additionally added dropwise to the mixture. After t... The reactants are CCCS(=O)(=O)NC=1C=CC(=C(C1F)C(=O)C2=CNC3=C2C=C(C=N3)C=4C=CC(=CC4)Cl)F (Vemurafenib), CC(=O)C (acetone), OCC[N+](C)(C)C (choline). Solvent: C(C)(C)O (isopropanol). Conditions: temperature 35 celsius, time 5 minute. The product is CCCS(=O)(=O)NC=1C=CC(=C(C1F)C(=O)C2=CNC3=C2C=C(C=N3)C=4C=CC(=CC4)Cl)F.OCC[N+](C)(C)C (Vemurafenib Choline). Isolated yield 80.5%. Reaction SMILES: [CH3:1][CH2:2][CH2:3][S:4]([NH:7][C:8]1[CH:9]=[CH:10][C:11]([F:33])=[C:12]([C:15]([C:17]2[C:21]3[CH:22]=[C:23]([C:26]4[CH:27]=[CH:28][C:29]([Cl:32])=[CH:30][CH:31]=4)[CH:24]=[N:25][C:20]=3[NH:19][CH:18]=2)=[O:16])[C:13]=1[F:14])(=[O:6])=[O:5].CC(C)=O.[OH:38][CH2:39][CH2:40][N+:41]([CH3:44])([CH3:43])[CH3:42]>C(O)(C)C>[CH3:1][CH2:2][CH2:3][S:4]([NH:7][C:8]1[CH:9]=[CH:10][C:11]([F:33])=[C:12]([C:15]([C:17]2[C:21]3[CH:22]=[C:23]([C:26]4[CH:27]=[CH:28][C:29]([Cl:32])=[CH:30][CH:31]=4)[CH:24]=[N:25][C:20]=3[NH:19][CH:18]=2)=[O:16])[C:13]=1[F:14])(=[O:6])=[O:5].[OH:38][CH2:39][CH2:40][N+:41]([CH3:44])([CH3:43])[CH3:42] |f:4.5|. Procedure: To a stirred suspension of 5 g Vemurafenib base and 50 ml acetone (T=30-35° C.), 3.0 ml choline (45% in methanol) was added. The obtained solution was stirred for 5 min at 35° C. and then cooled to RT. After evaporation of the solvent, a solid was obtained. 15 ml isopropanol was added, the suspension was placed in an ultrasonic bath (suspension, no solution was formed) and then stored in the refrigerator for 1 days. The precipitate was filtered off, washed with 5 ml isopropanol and dried at RT O... The reactants are ClC=1C2=C(N=CN1)C=CN2 (4-chloro-5H-pyrrolo[3,2-d]pyrimidine), NC=1C=CC(=C(C(=O)OCC)C1)OC1=CC(=CC(=C1)Cl)Cl (ethyl 5-amino-2-(3,5-dichlorophenoxy)benzoate). Solvent: C(O)([O-])=O.[Na+] (sodium hydrogen carbonate), CN1C(CCC1)=O (1-methyl-2-pyrrolidone). Conditions: temperature 140 celsius, time 2.5 hour. The product is ClC=1C=C(OC2=C(C(=O)OCC)C=C(C=C2)NC=2C3=C(N=CN2)C=CN3)C=C(C1)Cl (ethyl 2-(3,5-dichlorophenoxy)-5-(5H-pyrrolo[3,2-d]pyrimidin-4-ylamino)benzoate). Isolated yield 84.6%. As a reaction SMILES: Cl[C:2]1[C:3]2[NH:10][CH:9]=[CH:8][C:4]=2[N:5]=[CH:6][N:7]=1.[NH2:11][C:12]1[CH:13]=[CH:14][C:15]([O:23][C:24]2[CH:29]=[C:28]([Cl:30])[CH:27]=[C:26]([Cl:31])[CH:25]=2)=[C:16]([CH:22]=1)[C:17]([O:19][CH2:20][CH3:21])=[O:18]>CN1CCCC1=O.C(=O)([O-])O.[Na+]>[Cl:30][C:28]1[CH:29]=[C:24]([CH:25]=[C:26]([Cl:31])[CH:27]=1)[O:23][C:15]1[CH:14]=[CH:13][C:12]([NH:11][C:2]2[C:3]3[NH:10][CH:9]=[CH:8][C:4]=3[N:5]=[CH:6][N:7]=2)=[CH:22][C:16]=1[C:17]([O:19][CH2:20][CH3:21])=[O:18] |f:3.4|. Procedure: To a solution of 4-chloro-5H-pyrrolo[3,2-d]pyrimidine (61 mg) in 1-methyl-2-pyrrolidone (0.8 mL), was added ethyl 5-amino-2-(3,5-dichlorophenoxy)benzoate (186 mg), and the mixture was heated to 140° C. and stirred for 2.5 hrs. The reaction mixture was allowed to cool to room temperature, diluted with 5% aqueous sodium hydrogen carbonate solution (20 mL), and extracted with a mixed solvent (25 mL×3) of ethyl acetate/tetrahydrofuran (1/1). The organic layer washed with saturated brine and dried ov...